From a dataset of the Open Reaction Database (ORD), a public repository of structured organic reaction records. describe an organic reaction: reactants, conditions, products, and yield The reactants are [Na] (Sodium), [NH4+].[Cl-] (NH4Cl), N(=[N+]=[N-])CC(=O)OCC (ethyl azidoacetate), COC1=CC=C(OC=2C=C(C=O)C=CC2)C=C1 (3-(4-methoxyphenoxy) benzaldehyde). Run in C(C)O (ethanol). Run at temperature -5 celsius, time 4.5 hour. Product: N(=[N+]=[N-])C(C(=O)OCC)=CC1=CC(=CC=C1)OC1=CC=C(C=C1)OC (ethyl 2-azido-3-(3-(4-methoxyphenoxy)phenyl)propenoate). As a reaction SMILES: [Na].[N:2]([CH2:5][C:6]([O:8][CH2:9][CH3:10])=[O:7])=[N+:3]=[N-:4].[CH3:11][O:12][C:13]1[CH:27]=[CH:26][C:16]([O:17][C:18]2[CH:19]=[C:20]([CH:23]=[CH:24][CH:25]=2)[CH:21]=O)=[CH:15][CH:14]=1.[NH4+].[Cl-]>C(O)C>[N:2]([C:5](=[CH:21][C:20]1[CH:23]=[CH:24][CH:25]=[C:18]([O:17][C:16]2[CH:26]=[CH:27][C:13]([O:12][CH3:11])=[CH:14][CH:15]=2)[CH:19]=1)[C:6]([O:8][CH2:9][CH3:10])=[O:7])=[N+:3]=[N-:4] |f:3.4,^1:0|. Reported procedure: Sodium metal (2.01 g, 87.43 mmol) cut into small pieces was dissolved in absolute ethanol (67 mL) and the resulting solution cooled to -5° C. A mixture of ethyl azidoacetate (11.32 g, 87.67 mmol) and 3-(4-methoxyphenoxy) benzaldehyde (5.0 g, 21.91 mmol) was added dropwise over 30 min. On completion of addition the mixture was stirred at -5° C. for 4.5 hr, and then kept at room temperature overnight. The red reaction mixture was poured into saturated aqueous NH4Cl solution and extracted (3×) with... Procedure: 4-(2-Chloro-6-fluoro-4-trifluoromethylphenoxy)-2-nitrotoluene (5.57 g) and reduced iron powder (9.7 g) were suspended in isopropanol (73 cm3) and water (16 cm3) and concentrated hydrochloric acid (0.83 cm3) added. The mixture was stirred under reflux for 7 hours, cooled slightly and filtered through Hyflo. The filter pad was washed through with hot ethanol. The combined filtrate was evaporated to dryness, dissolved in ethyl acetate and washed with brine. The organic phase was dried (MgSO4), filt... The product is ClC1=C(OC2=CC(=C(C=C2)C)N)C(=CC(=C1)C(F)(F)F)F (4-(2-chloro-6-fluoro-4-trifluoromethylphenoxy)-2-aminotoluene). The reactants are ClC1=C(OC2=CC(=C(C=C2)C)[N+](=O)[O-])C(=CC(=C1)C(F)(F)F)F (4-(2-Chloro-6-fluoro-4-trifluoromethylphenoxy)-2-nitrotoluene), reduced iron, O (water), Cl (hydrochloric acid). The solvent is C(C)(C)O (isopropanol). Yield: 78.5%. RXN SMILES: [Cl:1][C:2]1[CH:18]=[C:17]([C:19]([F:22])([F:21])[F:20])[CH:16]=[C:15]([F:23])[C:3]=1[O:4][C:5]1[CH:10]=[CH:9][C:8]([CH3:11])=[C:7]([N+:12]([O-])=O)[CH:6]=1.O.Cl>C(O)(C)C>[Cl:1][C:2]1[CH:18]=[C:17]([C:19]([F:22])([F:21])[F:20])[CH:16]=[C:15]([F:23])[C:3]=1[O:4][C:5]1[CH:10]=[CH:9][C:8]([CH3:11])=[C:7]([NH2:12])[CH:6]=1. The product is NC1=NC(=C2N=CN(C2=N1)CCC(CO)CO)OCC (2-amino-6-ethoxy-9-(4-hydroxy-3-hydroxymethylbut-1-yl)purine). Run at time 1 hour. Isolated yield 85.0%. Reaction SMILES: [NH2:1][C:2]1[N:10]=[C:9]2[C:5]([N:6]=[CH:7][N:8]2[CH2:11][CH2:12][CH:13]2[CH2:18][O:17]C(C)(C)[O:15][CH2:14]2)=[C:4](Cl)[N:3]=1.[O-:22][CH2:23][CH3:24].[Na+].Cl.C(=O)(O)[O-].[Na+]>C(O)C.O>[NH2:1][C:2]1[N:10]=[C:9]2[C:5]([N:6]=[CH:7][N:8]2[CH2:11][CH2:12][CH:13]([CH2:14][OH:15])[CH2:18][OH:17])=[C:4]([O:22][CH2:23][CH3:24])[N:3]=1 |f:1.2,4.5|. Starting materials: Cl (hydrochloric acid), C([O-])(O)=O.[Na+] (sodium bicarbonate), NC1=NC(=C2N=CN(C2=N1)CCC1COC(OC1)(C)C)Cl (2-amino-6-chloro-9-[2-(2,2-dimethyl-1,3-dioxan-5-yl)ethyl]purine), [O-]CC.[Na+] (sodium ethoxide). Run in O (water), C(C)O (ethanol). Procedure details: To a suspension of 2-amino-6-chloro-9-[2-(2,2-dimethyl-1,3-dioxan-5-yl)ethyl]purine (0.31 g, 1.0 mmol) in ethanol (1.5 ml) was added sodium ethoxide (1M in ethanol, 1.5 ml) and the mixture was stirred at 60° for 1 hour. The resulting solution was allowed to cool, hydrochloric acid (5M, 0.3 ml) and water (0.7 ml) were added and the solution was stirred for 1 hour at room temperature. The solution was neutralised by addition of aqueous sodium bicarbonate and the solvent was removed. The residue wa...